This data is from the Open Reaction Database (ORD), a public repository of structured organic reaction records. The task is: describe an organic reaction: reactants, conditions, products, and yield Reactants: CC(C)(C)OC(=O)C(C)(C)Sc1nc(CCNc2ncc(-c3ccc(OC(F)(F)F)cc3)cn2)cs1, ClCCl, O=C(O)C(F)(F)F. Yields the product CC(C)(Sc1nc(CCNc2ncc(-c3ccc(OC(F)(F)F)cc3)cn2)cs1)C(=O)O. RXN SMILES: [C:1]([CH3:2])([CH3:3])([CH3:4])[O:5][C:6]([C:7]([CH3:8])([S:9][c:10]1[s:11][cH:12][c:13]([CH2:15][CH2:16][NH:17][c:18]2[n:19][cH:20][c:21](-[c:24]3[cH:25][cH:26][c:27]([O:30][C:31]([F:32])([F:33])[F:34])[cH:28][cH:29]3)[cH:22][n:23]2)[n:14]1)[CH3:35])=[O:36].[Cl:44][CH2:45][Cl:46].[OH:37][C:38]([C:39]([F:40])([F:41])[F:42])=[O:43]>>[O:5]=[C:6]([C:7]([CH3:8])([S:9][c:10]1[s:11][cH:12][c:13]([CH2:15][CH2:16][NH:17][c:18]2[n:19][cH:20][c:21](-[c:24]3[cH:25][cH:26][c:27]([O:30][C:31]([F:32])([F:33])[F:34])[cH:28][cH:29]3)[cH:22][n:23]2)[n:14]1)[CH3:35])[OH:36]. Starting materials: CCOC1=NC2Cc3ccccc3C2O1, Cc1ccccc1, Nc1ccc(C(=O)c2ccccc2)cc1, Cc1ccc(S(=O)(=O)O)cc1, c1ccccc1. The product is CCOC(=O)NC1Cc2ccccc2C1Nc1ccc(C(=O)c2ccccc2)cc1. As a reaction SMILES: [CH2:1]([CH3:2])[O:3][C:4]1=[N:8][CH:7]2[CH:6]([O:5]1)[c:15]1[c:10]([cH:11][cH:12][cH:13][cH:14]1)[CH2:9]2.[CH3:42][c:43]1[cH:44][cH:45][cH:46][cH:47][cH:48]1.[NH2:16][c:17]1[cH:18][cH:19][c:20]([C:21](=[O:22])[c:23]2[cH:24][cH:25][cH:26][cH:27][cH:28]2)[cH:29][cH:30]1.[c:31]1([CH3:32])[cH:33][cH:34][c:35]([S:36]([OH:37])(=[O:38])=[O:39])[cH:40][cH:41]1.[cH:49]1[cH:50][cH:51][cH:52][cH:53][cH:54]1>>[CH2:1]([CH3:2])[O:3][C:4](=[O:5])[NH:8][CH:7]1[CH:6]([NH:16][c:17]2[cH:18][cH:19][c:20]([C:21](=[O:22])[c:23]3[cH:24][cH:25][cH:26][cH:27][cH:28]3)[cH:29][cH:30]2)[c:15]2[c:10]([cH:11][cH:12][cH:13][cH:14]2)[CH2:9]1.